Dataset: the Open Reaction Database (ORD), a public repository of structured organic reaction records. Task: describe an organic reaction: reactants, conditions, products, and yield Starting materials: O=[N+]([O-])c1cccnc1CBr, CCO, Nc1ccc(F)cc1. Yields the product O=[N+]([O-])c1cccnc1CNc1ccc(F)cc1. As a reaction SMILES: [Br:1][CH2:2][c:3]1[n:4][cH:5][cH:6][cH:7][c:8]1[N+:9](=[O:10])[O-:11].[CH3:20][CH2:21][OH:22].[NH2:12][c:13]1[cH:14][cH:15][c:16]([F:17])[cH:18][cH:19]1>>[CH2:2]([c:3]1[n:4][cH:5][cH:6][cH:7][c:8]1[N+:9](=[O:10])[O-:11])[NH:12][c:13]1[cH:14][cH:15][c:16]([F:17])[cH:18][cH:19]1. The reactants are C1(=CC(=CC=C1)N[C@H](C(=O)O)CC1=CC(=C(C(=C1)OC)OC)OC)C1=CC=CC=C1 ((S)-2-(Biphenyl-3-ylamino)-3-(3,4,5-trimethoxy-phenyl)-propionic acid), COC=1C=C(C=CC1OC)C[C@H](N)C(=O)O (3-(3,4-dimethoxyphenyl)-L-alanine). The product is C1(=CC(=CC=C1)N[C@H](C(=O)O)CC1=CC(=C(C=C1)OC)OC)C1=CC=CC=C1 ((S)-2-(Biphenyl-3-ylamino)-3-(3,4-dimethoxy-phenyl)-propionic acid). As a reaction SMILES: [C:1]1([C:25]2[CH:30]=[CH:29][CH:28]=[CH:27][CH:26]=2)[CH:6]=[CH:5][CH:4]=[C:3]([NH:7][C@@H:8]([CH2:12][C:13]2[CH:18]=[C:17](OC)[C:16]([O:21][CH3:22])=[C:15]([O:23][CH3:24])[CH:14]=2)[C:9]([OH:11])=[O:10])[CH:2]=1.COC1C=C(C[C@@H](C(O)=O)N)C=CC=1OC>>[C:1]1([C:25]2[CH:26]=[CH:27][CH:28]=[CH:29][CH:30]=2)[CH:6]=[CH:5][CH:4]=[C:3]([NH:7][C@@H:8]([CH2:12][C:13]2[CH:18]=[CH:17][C:16]([O:21][CH3:22])=[C:15]([O:23][CH3:24])[CH:14]=2)[C:9]([OH:11])=[O:10])[CH:2]=1. Reported procedure: The title compound is prepared as described for (S)-2-(Biphenyl-3-ylamino)-3-(3,4,5-trimethoxy-phenyl)-propionic acid (example 1) but using 3-(3,4-dimethoxyphenyl)-L-alanine (Aldrich). Purification by MPLC (CH3CN/H2O/TFA) afforded the title compound; ES-MS: 378.2 [M+H]+; HPLC: single peak at tR=9.10 min (System 1). Reactants: CC(C)(C)OC(=O)N1CCNCC1, O=c1c(Cl)c(Cl)cnn1-c1ccc(Cl)cc1. Yields the product CC(C)(C)OC(=O)N1CCN(c2cnn(-c3ccc(Cl)cc3)c(=O)c2Cl)CC1. As a reaction SMILES: [C:17](=[O:18])([O:19][C:20]([CH3:21])([CH3:22])[CH3:23])[N:24]1[CH2:25][CH2:26][NH:27][CH2:28][CH2:29]1.[Cl:1][c:2]1[cH:3][cH:4][c:5](-[n:8]2[n:9][cH:10][c:11]([Cl:16])[c:12]([Cl:15])[c:13]2=[O:14])[cH:6][cH:7]1>>[Cl:1][c:2]1[cH:3][cH:4][c:5](-[n:8]2[n:9][cH:10][c:11]([N:27]3[CH2:26][CH2:25][N:24]([C:17](=[O:18])[O:19][C:20]([CH3:21])([CH3:22])[CH3:23])[CH2:29][CH2:28]3)[c:12]([Cl:15])[c:13]2=[O:14])[cH:6][cH:7]1. The product is CSC1=C(N)C=C(C(=C1)SC)SC (2,4,5-Trimethylthioaniline), C(C)O (ethanol). The reactants are IC (iodomethane), [BH4-].[Na+] (sodium borohydride), NC=1SC2=C(N1)C=C(C(=C2)SC#N)SC (2-amino-5-methylthio-6-thiocyanatobenzothiazole), [OH-].[Na+] (sodium hydroxide). The solvent is O (water), C(C)O (ethanol). Isolated yield 33.0%. Reported procedure: 2,4,5-Trimethylthioaniline was prepared by combining 2-amino-5-methylthio-6-thiocyanatobenzothiazole (220 g, 0.87 mol) with 1.2 L of water, 1.0 L of 50% sodium hydroxide solution, and sodium borohydride (40 g, 1.06 mol) in a 5 L, 3-necked flask. The mixture was stirred with a mechanical stirrer and refluxed under a nitrogen atmosphere for 15 hr. The mixture was cooled to room temperature and ethanol (800 mL) was added followed by addition of iodomethane (300 g, 2.11 mole). The solution was colle... RXN SMILES: N[C:2]1[S:3][C:4]2[CH:10]=[C:9]([S:11][C:12]#N)[C:8]([S:14][CH3:15])=[CH:7][C:5]=2[N:6]=1.[OH-:16].[Na+].[BH4-].[Na+].IC>C(O)C.O>[CH3:2][S:3][C:4]1[CH:10]=[C:9]([S:11][CH3:12])[C:8]([S:14][CH3:15])=[CH:7][C:5]=1[NH2:6].[CH2:10]([OH:16])[CH3:4] |f:1.2,3.4|. The reactants are [N+](=O)([O-])C=1C=C(C(=O)OC)C=C(C1C1=CC=CC=C1)[N+](=O)[O-] (methyl 3,5-dinitro-4-phenylbenzoate), Cl (hydrochloric acid). The solvent is O (water), COCCO (2-methoxyethanol), [OH-].[Na+] (sodium hydroxide). Reaction conditions: time 15 minute. The product is [N+](=O)([O-])C=1C=C(C(=O)O)C=C(C1C1=CC=CC=C1)[N+](=O)[O-] (3,5-dinitro-4-phenylbenzoic acid). As a reaction SMILES: [N+:1]([C:4]1[CH:5]=[C:6]([CH:11]=[C:12]([N+:20]([O-:22])=[O:21])[C:13]=1[C:14]1[CH:19]=[CH:18][CH:17]=[CH:16][CH:15]=1)[C:7]([O:9]C)=[O:8])([O-:3])=[O:2].Cl>COCCO.[OH-].[Na+].O>[N+:1]([C:4]1[CH:5]=[C:6]([CH:11]=[C:12]([N+:20]([O-:22])=[O:21])[C:13]=1[C:14]1[CH:19]=[CH:18][CH:17]=[CH:16][CH:15]=1)[C:7]([OH:9])=[O:8])([O-:3])=[O:2] |f:3.4|. Reported procedure: To a stirred suspension of methyl 3,5-dinitro-4-phenylbenzoate (145 g) in 2-methoxyethanol (1.5 l), 2 N sodium hydroxide (300 ml) is added dropwise during about 30 minutes. After additional stirring for about 15 minutes, the resulting solution is acidified by the dropwise addition of 4 N hydrochloric acid (250 ml), and the mixture is thereafter diluted with water (about 3 l). After cooling, the resulting precipitate is collected by filtration, washed with water and dried. After recrystallization... The reactants are C1(CC1)C=1C=CC=C2C(=CC(=NC12)C(=O)N1CCC2(CC1)OC1=CC=C(C=C1C(C2)=O)C=2C=NC=C(C(=O)O)C2)OC (5-{1′-[(8-Cyclopropyl-4-methoxy-quinolin-2-yl)carbonyl]-4-oxospiro[chroman-2,4′-piperidin]-6-yl}nicotinic acid), [OH-].[Na+] (NaOH). Solvent: O (H2O). The product is C1(CC1)C=1C=CC=C2C(=CC(=NC12)C(=O)N1CCC2(CC1)OC1=CC=C(C=C1C(C2)=O)C=2C=NC=C(C(=O)[O-])C2)OC.[Na+] (sodium 5-{1′-[(8-Cyclopropyl-4-methoxy-quinolin-2-yl)carbonyl]-4-oxospiro[chroman-2,4′-piperidin]-6-yl}nicotinate). RXN SMILES: [CH:1]1([C:4]2[CH:5]=[CH:6][CH:7]=[C:8]3[C:13]=2[N:12]=[C:11]([C:14]([N:16]2[CH2:21][CH2:20][C:19]4([CH2:30][C:29](=[O:31])[C:28]5[C:23](=[CH:24][CH:25]=[C:26]([C:32]6[CH:33]=[N:34][CH:35]=[C:36]([CH:40]=6)[C:37]([OH:39])=[O:38])[CH:27]=5)[O:22]4)[CH2:18][CH2:17]2)=[O:15])[CH:10]=[C:9]3[O:41][CH3:42])[CH2:3][CH2:2]1.[OH-].[Na+:44]>O>[CH:1]1([C:4]2[CH:5]=[CH:6][CH:7]=[C:8]3[C:13]=2[N:12]=[C:11]([C:14]([N:16]2[CH2:21][CH2:20][C:19]4([CH2:30][C:29](=[O:31])[C:28]5[C:23](=[CH:24][CH:25]=[C:26]([C:32]6[CH:33]=[N:34][CH:35]=[C:36]([CH:40]=6)[C:37]([O-:39])=[O:38])[CH:27]=5)[O:22]4)[CH2:18][CH2:17]2)=[O:15])[CH:10]=[C:9]3[O:41][CH3:42])[CH2:3][CH2:2]1.[Na+:44] |f:1.2,4.5|. Reported procedure: 5-{1′-[(8-Cyclopropyl-4-methoxy-quinolin-2-yl)carbonyl]-4-oxospiro[chroman-2,4′-piperidin]-6-yl}nicotinic acid (3.53 g, 6.26 mmol) was suspended in H2O (35 mL) and 1N NaOH (6.26 mL) was added at 0° C. The resulted solution was purified by ODS column chromatography (eluent: H2O/MeOH=10/0 to 40/60) to afford sodium 5-{1′-[(8-Cyclopropyl-4-methoxy-quinolin-2-yl)carbonyl]-4-oxospiro[chroman-2,4′-piperidin]-6-yl}nicotinate as a colorless solid. 1H-NMR (400 MHz, DMSO-d6) δ: 8.91 (1.0H, d, J=1.7 Hz), 8... Reactants: COC(=O)c1cn2c(n1)-c1ccc(Br)cc1OCC2, C1CCOC1, [Li+], [OH-], O. Product: O=C(O)c1cn2c(n1)-c1ccc(Br)cc1OCC2. RXN SMILES: [Br:1][c:2]1[cH:3][c:4]2[c:5]([cH:18][cH:19]1)-[c:6]1[n:7]([cH:11][c:12]([C:14](=[O:15])[O:16][CH3:17])[n:13]1)[CH2:8][CH2:9][O:10]2.[CH2:22]1[O:23][CH2:24][CH2:25][CH2:26]1.[Li+:21].[OH-:20].[OH2:27]>>[Br:1][c:2]1[cH:3][c:4]2[c:5]([cH:18][cH:19]1)-[c:6]1[n:7]([cH:11][c:12]([C:14](=[O:15])[OH:16])[n:13]1)[CH2:8][CH2:9][O:10]2. Starting materials: Cc1c2ccc([N+](=O)[O-])cc2nn1C, ClC(Cl)(Cl)Cl, CC(C)(C#N)N=NC(C)(C)C#N, O=C1CCC(=O)N1Br. Yields the product Cn1nc2cc([N+](=O)[O-])ccc2c1CBr, O=C1CCC(=O)N1. As a reaction SMILES: [CH3:1][n:2]1[n:3][c:4]2[cH:5][c:6]([N+:12](=[O:13])[O-:14])[cH:7][cH:8][c:9]2[c:10]1[CH3:11].[Cl:35][C:36]([Cl:37])([Cl:38])[Cl:39].[N:15]#[C:16][C:17]([N:18]=[N:19][C:20]([C:21]#[N:22])([CH3:23])[CH3:24])([CH3:25])[CH3:26].[O:27]=[C:28]1[CH2:29][CH2:30][C:31](=[O:32])[N:33]1[Br:34]>>[CH3:1][n:2]1[n:3][c:4]2[cH:5][c:6]([N+:12](=[O:13])[O-:14])[cH:7][cH:8][c:9]2[c:10]1[CH2:11][Br:34].[O:27]=[C:28]1[CH2:29][CH2:30][C:31](=[O:32])[NH:33]1.